Dataset: the Open Reaction Database (ORD), a public repository of structured organic reaction records. Task: describe an organic reaction: reactants, conditions, products, and yield Starting materials: C(#N)C1=CC=C(OCCCCCOC2=C(C=C(C(=O)O)C=C2)OC)C=C1 (4-[5-(4-cyanophenoxy)pentoxy]-3-methoxybenzoic acid), S(=O)(Cl)Cl (thionyl chloride), CN(C=O)C (dimethylformamide). Run in ClCCl (dichloromethane). Run at time 21 hour. Product: C(#N)C1=CC=C(OCCCCCOC2=C(C=C(C(=O)Cl)C=C2)OC)C=C1 (4-[5-(4-cyanophenoxy)pentoxy]-3-methoxybenzoyl chloride). Reaction SMILES: [C:1]([C:3]1[CH:26]=[CH:25][C:6]([O:7][CH2:8][CH2:9][CH2:10][CH2:11][CH2:12][O:13][C:14]2[CH:22]=[CH:21][C:17]([C:18](O)=[O:19])=[CH:16][C:15]=2[O:23][CH3:24])=[CH:5][CH:4]=1)#[N:2].S(Cl)([Cl:29])=O.CN(C)C=O>ClCCl>[C:1]([C:3]1[CH:26]=[CH:25][C:6]([O:7][CH2:8][CH2:9][CH2:10][CH2:11][CH2:12][O:13][C:14]2[CH:22]=[CH:21][C:17]([C:18]([Cl:29])=[O:19])=[CH:16][C:15]=2[O:23][CH3:24])=[CH:5][CH:4]=1)#[N:2]. Procedure: 4-[5-(4-cyanophenoxy)pentoxy]-3-methoxybenzoic acid (3600 g, 10.13 mol) is suspended in dichloromethane (36 L) and to this is added thionyl chloride (1345 g, 11.30 mol) dropwise over 20 minutes followed by dimethylformamide (74.4 g, 10.0 mol). The reaction mixture is stirred at room temperature for 21 hours; after 6 hours a complete solution is obtained. The solution is concentrated in vacuo (50° C., 3 mm Hg) to give 4-[5-(4-cyanophenoxy)pentoxy]-3-methoxybenzoyl chloride as a solid, which is th... Reactants: CN1C(=NC=C1CO)C1=CC=CC=C1 ((1-methyl-2-phenyl-1H-imidazol-5-yl)methanol), O=S(Cl)Cl (SOCl2). Product: Cl.ClCC1=CN=C(N1C)C1=CC=CC=C1 (5-(chloromethyl)-1-methyl-2-phenyl-1H-imidazole hydrochloride). Yield: 86.0%. Reaction SMILES: [CH3:1][N:2]1[C:6]([CH2:7]O)=[CH:5][N:4]=[C:3]1[C:9]1[CH:14]=[CH:13][CH:12]=[CH:11][CH:10]=1.O=S(Cl)[Cl:17]>>[ClH:17].[Cl:17][CH2:7][C:6]1[N:2]([CH3:1])[C:3]([C:9]2[CH:14]=[CH:13][CH:12]=[CH:11][CH:10]=2)=[N:4][CH:5]=1 |f:2.3|. Reported procedure: A solution of (1-methyl-2-phenyl-1H-imidazol-5-yl)methanol (0.600 g, 3.19 mmol) in dry SOCl2 (11 mL) was refluxed at 80° C. for 1 h. The reaction mixture was concentrated under reduced pressure and the residue was co-evaporated with CH2Cl2, and then triturated with diethyl ether, filtered and dried under suction to afford 5-(chloromethyl)-1-methyl-2-phenyl-1H-imidazole hydrochloride (0.67 g, yield 86%) as a white solid. 1H NMR (300 MHz, MeOD) δ 7.79-7.79 (m, 6H), 4.98 (s, 2H), 3.93 (s, 3H). Reactants: IC1=CC=C(C(=O)OCC)C=C1 (ethyl 4-iodobenzoate), C(=C\C1=CC=CC=C1)/B(O)O ((E)-styrylboronic acid), Pd(tBuP)2. The solvent is CN(C)C=O (DMF), EtOAc hexanes. Conditions: temperature 160 celsius. Yields the product C(=C\C1=CC=CC=C1)/C1=CC=C(C(=O)OCC)C=C1 ((E)-ethyl 4-styrylbenzoate). Isolated yield 84.9%. RXN SMILES: I[C:2]1[CH:12]=[CH:11][C:5]([C:6]([O:8][CH2:9][CH3:10])=[O:7])=[CH:4][CH:3]=1.[CH:13](/B(O)O)=[CH:14]\[C:15]1[CH:20]=[CH:19][CH:18]=[CH:17][CH:16]=1>CN(C=O)C>[CH:13](/[C:2]1[CH:12]=[CH:11][C:5]([C:6]([O:8][CH2:9][CH3:10])=[O:7])=[CH:4][CH:3]=1)=[CH:14]\[C:15]1[CH:20]=[CH:19][CH:18]=[CH:17][CH:16]=1. Procedure: To a solution of ethyl 4-iodobenzoate (1.0 g, 3.6 mmol) in DMF (4 mL) was added commercial (E)-styrylboronic acid (538 mg, 3.6 mmol) and catalytic Pd(tBuP)2. The reaction vessel was sealed and heated at 160° C. for 10 minutes in a microwave reactor. The reaction was cooled to rt, diluted with EtOAc:hexanes (2:1, 20 mL) and washed with water (2×20 mL) and brine (20 mL). The organic phase was dried over MgSO4, filtered and concentrated under vacuum. The crude product was purified by column chromat...